From a dataset of the Open Reaction Database (ORD), a public repository of structured organic reaction records. describe an organic reaction: reactants, conditions, products, and yield The product is C1OC=2C=C(CNC=3C=C(C(=O)O)C=C(C3OC3=CC=CC=C3)S(N)(=O)=O)C=CC2O1 (3-(3,4-Methylenedioxybenzylamino)-4-phenoxy-5-sulphamyl-benzoic acid). Solvent: C(C)(=O)O (acetic acid). Starting materials: [H][H] (hydrogen), [H][H] (hydrogen), NC=1C=C(C(=O)O)C=C(C1OC1=CC=CC=C1)S(N)(=O)=O (3-amino-4-phenoxy-5-sulphamyl-benzoic acid), C1=CC2=C(C=C1C=O)OCO2 (piperonal), C1(=CC=C(C=C1)S(=O)(=O)O)C (p-toluenesulphonic acid). As a reaction SMILES: [NH2:1][C:2]1[CH:3]=[C:4]([CH:8]=[C:9]([S:18](=[O:21])(=[O:20])[NH2:19])[C:10]=1[O:11][C:12]1[CH:17]=[CH:16][CH:15]=[CH:14][CH:13]=1)[C:5]([OH:7])=[O:6].[CH:22]1[C:27]([CH:28]=O)=[CH:26][C:25]2[O:30][CH2:31][O:32][C:24]=2[CH:23]=1.C1(C)C=CC(S(O)(=O)=O)=CC=1.[H][H]>C(O)(=O)C.[Pt]=O>[CH2:31]1[O:32][C:24]2[CH:23]=[CH:22][C:27]([CH2:28][NH:1][C:2]3[CH:3]=[C:4]([CH:8]=[C:9]([S:18](=[O:21])(=[O:20])[NH2:19])[C:10]=3[O:11][C:12]3[CH:17]=[CH:16][CH:15]=[CH:14][CH:13]=3)[C:5]([OH:7])=[O:6])=[CH:26][C:25]=2[O:30]1. The reagents and catalysts are [Pt]=O (platinum oxide). Reported procedure: To a suspension of 3-amino-4-phenoxy-5-sulphamyl-benzoic acid (1.54 g) in acetic acid (30 ml), piperonal (0.75 g) was added. After the addition of platinum oxide (25 mg) and a catalytic amount of p-toluenesulphonic acid, the reaction mixture was hydrogenated at room temperature and 1.1 atmospheres hydrogen pressure until the hydrogen uptake had become negligible. Then the reaction mixture was filtered by suction. The filter cake was suspended in water (100 ml), and the pH was adjusted to 8.5 by ... Reactants: [H-].[Na+] (Sodium hydride), C1(CCCC1)OC=1C=C(C=O)C=CC1OC (3-cyclopentyloxy-4-methoxybenzaldehyde), Cl (hydrochloric acid), C(CC(=O)C)(=O)OCC (Ethyl acetoacetate), C(CCC)[Li] (Butyllithium), crude product. The solvent is C1CCOC1 (THF), CCOCC (ether), O (water), methylene chloride hexanes. Run at time 10 minute. The product is C1(CCCC1)OC=1C=C(C=CC1OC)C(CC(CC(=O)OCC)=O)O (ethyl 5-(3-cyclopentyloxy-4-methoxyphenyl)-3-oxo-5-hydroxypentanoate). The yield is 52.8%. Reaction SMILES: [H-].[Na+].[C:3]([O:9][CH2:10][CH3:11])(=[O:8])[CH2:4][C:5]([CH3:7])=[O:6].C([Li])CCC.[CH:17]1([O:22][C:23]2[CH:24]=[C:25]([CH:28]=[CH:29][C:30]=2[O:31][CH3:32])[CH:26]=[O:27])[CH2:21][CH2:20][CH2:19][CH2:18]1.Cl>C1COCC1.CCOCC.O>[CH:17]1([O:22][C:23]2[CH:24]=[C:25]([CH:26]([OH:27])[CH2:7][C:5](=[O:6])[CH2:4][C:3]([O:9][CH2:10][CH3:11])=[O:8])[CH:28]=[CH:29][C:30]=2[O:31][CH3:32])[CH2:18][CH2:19][CH2:20][CH2:21]1 |f:0.1|. Reported procedure: Sodium hydride (6.0 g of 60% sodium hydride in mineral oil, 0.15 mol) was placed in a 3-neck flask equiped with a mechanical stirrer under nitrogen and washed twice with hexanes. THF (200 mL) was added and the mixture was cooled in an ice bath. Ethyl acetoacetate (17.6 g, 0.135 mol) was added dropwise and the mixture was stirred for 10 minutes after the addition. Butyllithium (0.35 mol, 84 mL of 1.6M solution in hexanes) was added dropwise to give an orange solution. A solution of 3-cyclopentylo...